From a dataset of the Open Reaction Database (ORD), a public repository of structured organic reaction records. describe an organic reaction: reactants, conditions, products, and yield RXN SMILES: Cl[C:2]1[N:7]=[C:6]([CH3:8])[N:5]=[C:4]([NH:9][C@@H:10]2[CH2:15][CH2:14][C@H:13]([C:16]([NH:18][CH2:19][C:20]3[CH:25]=[CH:24][CH:23]=[CH:22][C:21]=3[C:26]([F:29])([F:28])[F:27])=[O:17])[CH2:12][CH2:11]2)[N:3]=1.[NH2:30][CH2:31][CH2:32][OH:33].C(=O)([O-])[O-].[K+].[K+]>C(#N)C>[OH:33][CH2:32][CH2:31][NH:30][C:2]1[N:7]=[C:6]([CH3:8])[N:5]=[C:4]([NH:9][C@@H:10]2[CH2:15][CH2:14][C@H:13]([C:16]([NH:18][CH2:19][C:20]3[CH:25]=[CH:24][CH:23]=[CH:22][C:21]=3[C:26]([F:29])([F:28])[F:27])=[O:17])[CH2:12][CH2:11]2)[N:3]=1 |f:2.3.4|. Starting materials: ClC1=NC(=NC(=N1)C)N[C@H]1CC[C@H](CC1)C(=O)NCC1=C(C=CC=C1)C(F)(F)F (cis-4-[(4-chloro-6-methyl-1,3,5-triazin-2-yl)amino]-N-{[2-(trifluoromethyl)phenyl]methyl}cyclohexanecarboxamide), NCCO (2-aminoethanol), C([O-])([O-])=O.[K+].[K+] (potassium carbonate). Product: OCCNC1=NC(=NC(=N1)C)N[C@H]1CC[C@H](CC1)C(=O)NCC1=C(C=CC=C1)C(F)(F)F (cis-4-({4-[(2-hydroxyethyl)amino}-6-methyl-1,3,5-triazin-2-yl]amino)-N-{[2-(trifluoromethyl)phenyl]methyl}cyclohexanecarboxamide). Solvent: C(C)#N (acetonitrile). Procedure details: A mixture of cis-4-[(4-chloro-6-methyl-1,3,5-triazin-2-yl)amino]-N-{[2-(trifluoromethyl)phenyl]methyl}cyclohexanecarboxamide (70 mgs, 0.16 mmol, 1.0 equiv), 2-aminoethanol (15 mgs, 0.25 mmol, 1.5 equiv), and potassium carbonate (34 mgs, 0.25 mmol, 1.0 equiv) in acetonitrile (3 ml) was heated to reflux for 16 h. The solvent was removed under reduced pressure, and the residue was extracted with CH2Cl2 and washed with water. The organic layer was dried over sodium sulfate and concentrated. The resi...